This data is from the Open Reaction Database (ORD), a public repository of structured organic reaction records. The task is: describe an organic reaction: reactants, conditions, products, and yield Run in CS(=O)C (dimethylsulfoxide), C(C)#N (acetonitrile). As a reaction SMILES: ClC(Cl)(Cl)[C:3]([C:5]1[N:14]2[C:8]([CH2:9][N:10]([C:19](=[O:29])[CH2:20][O:21][C:22]3[CH:27]=[CH:26][C:25]([Cl:28])=[CH:24][CH:23]=3)[C:11]3[CH:18]=[CH:17][CH:16]=[CH:15][C:12]=3[CH2:13]2)=[CH:7][CH:6]=1)=[O:4].[NH2:32][CH2:33][CH2:34][C:35]1[CH:40]=[CH:39][C:38]([OH:41])=[CH:37][CH:36]=1>CS(C)=O.C(#N)C>[Cl:28][C:25]1[CH:26]=[CH:27][C:22]([O:21][CH2:20][C:19]([N:10]2[C:11]3[CH:18]=[CH:17][CH:16]=[CH:15][C:12]=3[CH2:13][N:14]3[C:5]([C:3]([NH:32][CH2:33][CH2:34][C:35]4[CH:40]=[CH:39][C:38]([OH:41])=[CH:37][CH:36]=4)=[O:4])=[CH:6][CH:7]=[C:8]3[CH2:9]2)=[O:29])=[CH:23][CH:24]=1. Reported procedure: A solution of 2,2,2-trichloro-1-{10-[(4-chlorophenoxy)acetyl]-10,11-dihydro-5H-pyrrolo[2,1-c][1,4]benzodiazepin-3-yl}ethanone of Example 67 (0.3 mmol) and tyramine (0.62 mmol) in dimethylsulfoxide (0.2 mL) and acetonitrile (4 mL) was stirred at 80° C. for 18 hours. The solvents were evaporated and the residue was dissolved in dichloromethane, washed with water, dried over anhydrous sodium sulfate and evaporated. The compound was purified by HPLC (normal phase, Luna® CN bonded packing) and crysta... The reactants are ClC(C(=O)C1=CC=C2CN(C3=C(CN21)C=CC=C3)C(COC3=CC=C(C=C3)Cl)=O)(Cl)Cl (2,2,2-Trichloro-1-{10-[(4-chlorophenoxy)acetyl]-10,11-dihydro-5H-pyrrolo[2,1-c][1,4]benzodiazepin-3-yl}ethanone), NCCC1=CC=C(C=C1)O (tyramine). Yields the product ClC1=CC=C(OCC(=O)N2CC=3N(CC4=C2C=CC=C4)C(=CC3)C(=O)NCCC3=CC=C(C=C3)O)C=C1 (10-[(4-CHLOROPHENOXY)ACETYL]-N-[2-(4-HYDROXYPHENYL)ETHYL]-10,11-DIHYDRO-5H-PYRROLO[2,1-C][1,4]BENZODIAZEPINE-3-CARBOXAMIDE). The reactants are C(=NC1CCCCC1)=NC1CCCCC1, Clc1cccc(N2CCNCC2)c1, ClCCl, O=C(O)CN1CCCC1=O. Yields the product O=C(CN1CCCC1=O)N1CCN(c2cccc(Cl)c2)CC1. Reaction SMILES: [CH:1]1([N:2]=[C:3]=[N:4][CH:5]2[CH2:6][CH2:7][CH2:8][CH2:9][CH2:10]2)[CH2:11][CH2:12][CH2:13][CH2:14][CH2:15]1.[Cl:16][c:17]1[cH:18][c:19]([N:23]2[CH2:24][CH2:25][NH:26][CH2:27][CH2:28]2)[cH:20][cH:21][cH:22]1.[Cl:39][CH2:40][Cl:41].[N:29]1([CH2:35][C:36](=[O:37])[OH:38])[C:30](=[O:34])[CH2:31][CH2:32][CH2:33]1>>[Cl:16][c:17]1[cH:18][c:19]([N:23]2[CH2:24][CH2:25][N:26]([C:36]([CH2:35][N:29]3[C:30](=[O:34])[CH2:31][CH2:32][CH2:33]3)=[O:37])[CH2:27][CH2:28]2)[cH:20][cH:21][cH:22]1. Starting materials: ClC=1C(=NC=C(C1)Cl)COC1=CC(NC=C1)=O (4-((3,5-dichloropyridin-2-yl)methoxy)pyridin-2(1H)-one), BrC=1C=CC=2C3=C(N(C2C1)C)CCN(CC3)C(=O)OC(C)(C)C (tert-butyl 8-bromo-6-methyl-1,2,4,5-tetrahydroazepino[4,5-b]indole-3(6H)-carboxylate), C(=O)([O-])[O-].[Cs+].[Cs+] (Cs2CO3), CN[C@H]1[C@@H](CCCC1)NC (trans-1,2-bis(methylamino)cyclohexane), Cl (HCl). Reagents/catalysts: [Cu]I (CuI). Solvent: C1(=CC=CC=C1)C (toluene), CCOCC (Et2O), C(Cl)Cl (CH2Cl2). Run at temperature 25 celsius, time 30 minute. Yields the product Cl.ClC=1C(=NC=C(C1)Cl)COC1=CC(N(C=C1)C=1C=CC=2C3=C(N(C2C1)C)CCNCC3)=O (4((3,5-Dichloropyridin-2-yl)methoxy)-1-(6-methyl-1,2,3,4,5,6-hexahydroazepino[4,5-b]indol-8-yl)pyridin-2(1H)-one hydrochloride). Yield: 61.4%. As a reaction SMILES: [Cl:1][C:2]1[C:3]([CH2:9][O:10][C:11]2[CH:16]=[CH:15][NH:14][C:13](=[O:17])[CH:12]=2)=[N:4][CH:5]=[C:6]([Cl:8])[CH:7]=1.Br[C:19]1[CH:20]=[CH:21][C:22]2[C:23]3[CH2:33][CH2:32][N:31](C(OC(C)(C)C)=O)[CH2:30][CH2:29][C:24]=3[N:25]([CH3:28])[C:26]=2[CH:27]=1.C([O-])([O-])=O.[Cs+].[Cs+].CN[C@@H]1CCCC[C@H]1NC.Cl>C1(C)C=CC=CC=1.CCOCC.C(Cl)Cl.[Cu]I>[ClH:1].[Cl:1][C:2]1[C:3]([CH2:9][O:10][C:11]2[CH:16]=[CH:15][N:14]([C:19]3[CH:20]=[CH:21][C:22]4[C:23]5[CH2:33][CH2:32][NH:31][CH2:30][CH2:29][C:24]=5[N:25]([CH3:28])[C:26]=4[CH:27]=3)[C:13](=[O:17])[CH:12]=2)=[N:4][CH:5]=[C:6]([Cl:8])[CH:7]=1 |f:2.3.4,11.12|. Procedure: A suspension of 4-((3,5-dichloropyridin-2-yl)methoxy)pyridin-2(1H)-one (103 mg, 0.380 mmol), tert-butyl 8-bromo-6-methyl-1,2,4,5-tetrahydroazepino[4,5-b]indole-3(6H)-carboxylate (131 mg, 0.345 mmol), Cs2CO3 (124 mg, 0.380 mmol), CuI (79 mg, 0.41 mmol) and trans-1,2-bis(methylamino)cyclohexane (33 mg, 0.23 mmol) in toluene (10 mL) was degassed by bubbling N2 through the suspension for 45 min. The suspension was put under N2 and heated at reflux for 2 d. The suspension was cooled, 9:0.9:0.1 CH2Cl2... Reactants: C(C)OC(=O)C(C)OC1=NN(C=N1)C1=CC=C(C=C1)C(F)(F)F (3-(1-ethoxycarbonylethoxy)-1-(4-trifluoromethylphenyl)-1,2,4-1H-triazole), [OH-].[K+] (potassium hydroxide). The product is C(=O)(O)C(C)OC1=NN(C=N1)C1=CC=C(C=C1)C(F)(F)F (3-(1-carboxyethoxy)-1-(4-trifluoromethylphenyl)-1,2,4-1H-triazole). As a reaction SMILES: C([O:3][C:4]([CH:6]([O:8][C:9]1[N:13]=[CH:12][N:11]([C:14]2[CH:19]=[CH:18][C:17]([C:20]([F:23])([F:22])[F:21])=[CH:16][CH:15]=2)[N:10]=1)[CH3:7])=[O:5])C.[OH-].[K+]>>[C:4]([CH:6]([O:8][C:9]1[N:13]=[CH:12][N:11]([C:14]2[CH:19]=[CH:18][C:17]([C:20]([F:23])([F:21])[F:22])=[CH:16][CH:15]=2)[N:10]=1)[CH3:7])([OH:5])=[O:3] |f:1.2|. Procedure details: A 17.1 g portion of the compound of Example 64, prepared in successive reactions, was hydrolyzed with 5.8 g of potassium hydroxide, substantially as shown in Example 58, to obtain 15.5 g of the desired product, m.p. 215°-218°.